Task: describe an organic reaction: reactants, conditions, products, and yield. Dataset: the Open Reaction Database (ORD), a public repository of structured organic reaction records Reactants: N(=[N+]=[N-])CCOCCOCCOCCNS(=O)(=O)C1=CC(=CC=C1)C1CN(CC2=C(C=C(C=C12)Cl)Cl)C (N-(2-(2-(2-(2-azidoethoxy)ethoxy)ethoxy)ethyl)-3-(6,8-dichloro-2-methyl-1,2,3,4-tetrahydroisoquinolin-4-yl)benzenesulfonamide), C1(=CC=CC=C1)P(C1=CC=CC=C1)C1=CC=CC=C1 (triphenylphosphine). Run in C1CCOC1 (THF). Run at time 8 hour. The product is NCCOCCOCCOCCNS(=O)(=O)C1=CC(=CC=C1)C1CN(CC2=C(C=C(C=C12)Cl)Cl)C (N-(2-(2-(2-(2-aminoethoxy)ethoxy)ethoxy)ethyl)-3-(6,8-dichloro-2-methyl-1,2,3,4-tetrahydroisoquinolin-4-yl)benzenesulfonamide). The yield is 67.4%. As a reaction SMILES: [N:1]([CH2:4][CH2:5][O:6][CH2:7][CH2:8][O:9][CH2:10][CH2:11][O:12][CH2:13][CH2:14][NH:15][S:16]([C:19]1[CH:24]=[CH:23][CH:22]=[C:21]([CH:25]2[C:34]3[C:29](=[C:30]([Cl:36])[CH:31]=[C:32]([Cl:35])[CH:33]=3)[CH2:28][N:27]([CH3:37])[CH2:26]2)[CH:20]=1)(=[O:18])=[O:17])=[N+]=[N-].C1(P(C2C=CC=CC=2)C2C=CC=CC=2)C=CC=CC=1>C1COCC1>[NH2:1][CH2:4][CH2:5][O:6][CH2:7][CH2:8][O:9][CH2:10][CH2:11][O:12][CH2:13][CH2:14][NH:15][S:16]([C:19]1[CH:24]=[CH:23][CH:22]=[C:21]([CH:25]2[C:34]3[C:29](=[C:30]([Cl:36])[CH:31]=[C:32]([Cl:35])[CH:33]=3)[CH2:28][N:27]([CH3:37])[CH2:26]2)[CH:20]=1)(=[O:18])=[O:17]. Reported procedure: To N-(2-(2-(2-(2-azidoethoxy)ethoxy)ethoxy)ethyl)-3-(6,8-dichloro-2-methyl-1,2,3,4-tetrahydroisoquinolin-4-yl)benzenesulfonamide (1.8 g, 3.26 mmol, 1.00 equiv) in THF (30 mL) was added triphenylphosphine (2.6 g, 9.91 mmol, 3.04 equiv). The resulting solution was stirred overnight at room temperature and then concentrated under vacuum. The crude product (5.0 g) was purified by Flash-Prep-HPLC with the following conditions: Column, silica gel; mobile phase, methanol:water=1:9 increasing to methano... The reactants are O=CCCC(=O)OC (Methyl 4-oxobutanoate). Solvent: CN(C)C=O (DMF). Yields the product C(=O)C(CC(=O)OC)C(CCC(=O)OC)O (Dimethyl 3-formyl-4-hydroxyheptanedioate). RXN SMILES: [O:1]=[CH:2][CH2:3][CH2:4][C:5]([O:7][CH3:8])=[O:6]>CN(C=O)C>[CH:2]([CH:3]([CH:2]([OH:1])[CH2:3][CH2:4][C:5]([O:7][CH3:8])=[O:6])[CH2:4][C:5]([O:7][CH3:8])=[O:6])=[O:1]. Procedure details: (S)-Proline (14.9 mg, 0.13 mmol) was added to a stirred solution of 16 (150 mg, 1.29 mmol) in THF (650 μl). The reaction mixture was stirred at r.t. for 14 h. The reaction mixture was purified directly by column chromatography, eluting with petrol/EtOAc (2:1), to give the aldehydes 17 and SI-3 (as a 3.6:1 mixture of anti:syn diastereoisomers, 91 mg, 61%) as a clear colourless oil. The reaction was also conducted on a 244 mg scale of aldehyde 16 in DMF which gave a 2:1 ratio of anti:syn diastereo... Conditions: temperature -15 celsius, time 2 hour. Yields the product C(C1=CC=CC=C1)(=O)NCCN(C1CCN(CC1)C(=O)OCC=C)CCC1=CC=C(C=C1)Cl (Allyl 4-((2-benzamidoethyl)(4-chlorophenethyl)amino)piperidine-1-carboxylate). RXN SMILES: Cl.[NH2:2][CH2:3][CH2:4][N:5]([CH2:18][CH2:19][C:20]1[CH:25]=[CH:24][C:23]([Cl:26])=[CH:22][CH:21]=1)[CH:6]1[CH2:11][CH2:10][N:9]([C:12]([O:14][CH2:15][CH:16]=[CH2:17])=[O:13])[CH2:8][CH2:7]1.CCN(C(C)C)C(C)C.[C:36](Cl)(=[O:43])[C:37]1[CH:42]=[CH:41][CH:40]=[CH:39][CH:38]=1>ClCCl>[C:36]([NH:2][CH2:3][CH2:4][N:5]([CH2:18][CH2:19][C:20]1[CH:25]=[CH:24][C:23]([Cl:26])=[CH:22][CH:21]=1)[CH:6]1[CH2:7][CH2:8][N:9]([C:12]([O:14][CH2:15][CH:16]=[CH2:17])=[O:13])[CH2:10][CH2:11]1)(=[O:43])[C:37]1[CH:42]=[CH:41][CH:40]=[CH:39][CH:38]=1 |f:0.1|. Solvent: ClCCl (dichloromethane). Reactants: Cl.NCCN(C1CCN(CC1)C(=O)OCC=C)CCC1=CC=C(C=C1)Cl (Allyl 4-((2-aminoethyl)(4-chlorophenethyl)amino)piperidine-1-carboxylate hydrochloride), CCN(C(C)C)C(C)C (DIPEA), C(C1=CC=CC=C1)(=O)Cl (benzoyl chloride). Procedure details: Allyl 4-((2-aminoethyl)(4-chlorophenethyl)amino)piperidine-1-carboxylate hydrochloride obtained in Step 2 was suspended in dichloromethane (4 mL/mmol), the suspension was cooled to −15° C. and DIPEA (2.2 equiv) followed by benzoyl chloride (1.05 equiv) were added dropwise over 5 minutes. The cooling bath was removed and the reaction mixture was allowed to warm to ambient temperature. After 2 h TLC revealed no presence of starting material. The reaction mixture was diluted with EtOAc (10 mL/mmol ... Reactants: ClC(Cl)(Cl)Cl, Cc1ccc(Cl)c(Oc2cc(C#N)cc(Cl)n2)c1F, CC(C)(C#N)N=NC(C)(C)C#N, O=C1CCC(=O)N1Br. Yields the product N#Cc1cc(Cl)nc(Oc2c(Cl)ccc(CBr)c2F)c1. As a reaction SMILES: [C:40]([Cl:41])([Cl:42])([Cl:43])[Cl:44].[Cl:1][c:2]1[n:3][c:4]([O:10][c:11]2[c:12]([F:19])[c:13]([CH3:18])[cH:14][cH:15][c:16]2[Cl:17])[cH:5][c:6]([C:8]#[N:9])[cH:7]1.[N:28]#[C:29][C:30]([N:31]=[N:32][C:33]([C:34]#[N:35])([CH3:36])[CH3:37])([CH3:38])[CH3:39].[O:20]=[C:21]1[N:22]([Br:27])[C:23](=[O:24])[CH2:25][CH2:26]1>>[Cl:1][c:2]1[n:3][c:4]([O:10][c:11]2[c:12]([F:19])[c:13]([CH2:18][Br:27])[cH:14][cH:15][c:16]2[Cl:17])[cH:5][c:6]([C:8]#[N:9])[cH:7]1.